Dataset: the Open Reaction Database (ORD), a public repository of structured organic reaction records. Task: describe an organic reaction: reactants, conditions, products, and yield Starting materials: CN1CCC(CC1)OCC1=C(C=CC=C1)F (1-methyl-4-(2-fluorophenylmethoxy)-piperidine), S(O)(O)(=O)=O (sulfuric acid), C(C(=O)[O-])(=O)[O-] (oxalate), C([O-])([O-])=O.[Na+].[Na+] (sodium carbonate), mercuric sulfate. Solvent: O (water), O (water). Product: C(C(=O)O)(=O)O.O=C(C)C1(CCN(CC1)C)OCC1=C(C=CC=C1)F (4-(1-oxoethyl)-4-(2-fluorophenylmethoxy)-1-methyl piperidine oxalate). Yield: 59.4%. As a reaction SMILES: [CH3:1][N:2]1[CH2:7][CH2:6][CH:5]([O:8][CH2:9][C:10]2[CH:15]=[CH:14][CH:13]=[CH:12][C:11]=2[F:16])[CH2:4][CH2:3]1.[C:17]([O-:22])(=[O:21])[C:18]([O-:20])=[O:19].S(=O)(=O)(O)O.C(=O)([O-])[O-].[Na+].[Na+]>O>[C:17]([OH:22])(=[O:21])[C:18]([OH:20])=[O:19].[O:19]=[C:18]([C:5]1([O:8][CH2:9][C:10]2[CH:15]=[CH:14][CH:13]=[CH:12][C:11]=2[F:16])[CH2:6][CH2:7][N:2]([CH3:1])[CH2:3][CH2:4]1)[CH3:17] |f:3.4.5,7.8|. Procedure: To a suspension of 1-methyl-4-(2-fluorophenylmethoxy)-piperidine (liberated from 30.6 g, 90.7 mmole, of the oxalate, and 165 ml of water was added a solution of 22 ml of conc. sulfuric acid in 53 ml of water. To the solution was added 4.0 g (13.4 mmole) of mercuric sulfate. The mixture was heated at reflux for 1.5 hr. under nitrogen and allowed to cool to room temperature. The mixture was poured into cold saturated sodium carbonate, extracted twice with ether and washed with saturated sodium chl...